This data is from the Open Reaction Database (ORD), a public repository of structured organic reaction records. The task is: describe an organic reaction: reactants, conditions, products, and yield The reactants are O (water), NC1=CC=NC=C1 (4-aminopyridine), [NH2-].[Li+] (lithium amide), CSC=1N=CC2=C(N1)N(C(C(=C2)C2=CC(=CC(=C2)OC)OC)=O)CC (2-(methylsulfanyl)-6-(3,5-dimethoxyphenyl)-8-ethyl-8H-pyrido[2,3-d]pyrimidin-7-one). Solvent: O1CCCC1 (tetrahydrofuran), O1CCCC1 (tetrahydrofuran). Run at temperature 50 celsius. Product: N1=CC=C(C=C1)NC=1N=CC2=C(N1)N(C(C(=C2)C2=CC(=CC(=C2)OC)OC)=O)CC (2-(Pyridin-4-ylamino)-6-(3,5-dimethoxyphenyl)-8-ethyl-8H-pyrido[2,3-d]-pyrimidin-7-one). Isolated yield 93.6%. As a reaction SMILES: [NH2:1][C:2]1[CH:7]=[CH:6][N:5]=[CH:4][CH:3]=1.[NH2-].[Li+].CS[C:12]1[N:13]=[CH:14][C:15]2[CH:21]=[C:20]([C:22]3[CH:27]=[C:26]([O:28][CH3:29])[CH:25]=[C:24]([O:30][CH3:31])[CH:23]=3)[C:19](=[O:32])[N:18]([CH2:33][CH3:34])[C:16]=2[N:17]=1.O>O1CCCC1>[N:5]1[CH:6]=[CH:7][C:2]([NH:1][C:12]2[N:13]=[CH:14][C:15]3[CH:21]=[C:20]([C:22]4[CH:23]=[C:24]([O:30][CH3:31])[CH:25]=[C:26]([O:28][CH3:29])[CH:27]=4)[C:19](=[O:32])[N:18]([CH2:33][CH3:34])[C:16]=3[N:17]=2)=[CH:3][CH:4]=1 |f:1.2|. Procedure: To a 100-mL, three-neck, round bottom flask were added 294.0 mg (3.124 mM) of 4-aminopyridine, 238.8 mg (10.40 mM) of lithium amide, and 15 mL of tetrahydrofuran. The reaction mixture was heated to 50° C. for 1 hour. A solution of 998 mg (2.792 mM) of 2-(methylsulfanyl)-6-(3,5-dimethoxyphenyl)-8-ethyl-8H-pyrido[2,3-d]pyrimidin-7-one in 25 mL of tetrahydrofuran was added in one portion. The reaction mixture was heated at reflux for 24 hours. The reaction mixture was cooled to 50° C. and diluted b... Starting materials: ClC1=C(C=CC(=C1)Cl)C(CN1N=CN=C1)=O (1-(2,4-dichlorophenyl)-2-[1,2,4]triazol-1-yl-ethanone), O(S(=O)(=O)C(F)(F)F)C1CCCCC1 (cyclohexyl triflate). Product: ClC1=C(C=CC(=C1)Cl)C=C(OC1CCCCC1)N1N=CN=C1 (1-[2-(2,4-dichloro-phenyl)-1-cyclohexyloxy-vinyl]-1H-[1,2,4]triazole). As a reaction SMILES: [Cl:1][C:2]1[CH:7]=[C:6]([Cl:8])[CH:5]=[CH:4][C:3]=1[C:9](=O)[CH2:10][N:11]1[CH:15]=[N:14][CH:13]=[N:12]1.[O:17]([CH:25]1[CH2:30][CH2:29][CH2:28][CH2:27][CH2:26]1)S(C(F)(F)F)(=O)=O>>[Cl:1][C:2]1[CH:7]=[C:6]([Cl:8])[CH:5]=[CH:4][C:3]=1[CH:9]=[C:10]([N:11]1[CH:15]=[N:14][CH:13]=[N:12]1)[O:17][CH:25]1[CH2:30][CH2:29][CH2:28][CH2:27][CH2:26]1. Procedure details: Analogously to Example 1a,b, after reacting 1-(2,4-dichlorophenyl)-2-[1,2,4]triazol-1-yl-ethanone with cyclohexyl triflate there was obtained 1-[2-(2,4-dichloro-phenyl)-1-cyclohexyloxy-vinyl]-1H-[1,2,4]triazole as a white solid with m.p. 84° C. The reactants are CSC=1N=CC2=C(N1)CNC2 (2-(methylthio)-6,7-dihydro-5H-pyrrolo[3,4-d]pyrimidine), BrC=1C=C(C(=O)NC2=CC(=CC=C2)C(C)C)C=CC1 (3-bromo-N-(3-isopropylphenyl)benzamide). Yields the product C(C)(C)C=1C=C(C=CC1)NC(C1=CC(=CC=C1)N1CC=2N=C(N=CC2C1)SC)=O (N-(3-isopropylphenyl)-3-[2-(methylthio)-5,7-dihydro-6H-pyrrolo[3,4-d]pyrimidin-6-yl]benzamide). RXN SMILES: [CH3:1][S:2][C:3]1[N:4]=[CH:5][C:6]2[CH2:11][NH:10][CH2:9][C:7]=2[N:8]=1.Br[C:13]1[CH:14]=[C:15]([CH:28]=[CH:29][CH:30]=1)[C:16]([NH:18][C:19]1[CH:24]=[CH:23][CH:22]=[C:21]([CH:25]([CH3:27])[CH3:26])[CH:20]=1)=[O:17]>>[CH:25]([C:21]1[CH:20]=[C:19]([NH:18][C:16](=[O:17])[C:15]2[CH:28]=[CH:29][CH:30]=[C:13]([N:10]3[CH2:11][C:6]4[CH:5]=[N:4][C:3]([S:2][CH3:1])=[N:8][C:7]=4[CH2:9]3)[CH:14]=2)[CH:24]=[CH:23][CH:22]=1)([CH3:27])[CH3:26]. Procedure: In a manner similar to that describe in Example 126, 2-(methylthio)-6,7-dihydro-5H-pyrrolo[3,4-d]pyrimidine and 3-bromo-N-(3-isopropylphenyl)benzamide were converted to the title compound.